describe an organic reaction: reactants, conditions, products, and yield From a dataset of the Open Reaction Database (ORD), a public repository of structured organic reaction records. Reactants: C1C(CO1)N, COC1=C(C=CC(=C1)I)Br. The reagents and catalysts are CC(C)(C)[O-].[Na+], CC1(C2=C(C(=CC=C2)P(C3=CC=CC=C3)C4=CC=CC=C4)OC5=C1C=CC=C5P(C6=CC=CC=C6)C7=CC=CC=C7)C, C1=CC=C(C=C1)/C=C/C(=O)/C=C/C2=CC=CC=C2.C1=CC=C(C=C1)/C=C/C(=O)/C=C/C2=CC=CC=C2.C1=CC=C(C=C1)/C=C/C(=O)/C=C/C2=CC=CC=C2.[Pd].[Pd]. Run in CC1=CC=CC=C1. Run at temperature 80 celsius. Yields the product COC1=C(C=CC(=C1)NC2COC2)Br. Yield: 35.8%. Procedure details: A solution of 1-bromo-4-iodo-2-methoxybenzene (0.60 g, 1.92 mmol) dissolved in toluene (15 mL) was treated with oxetan-3-amine (0.140 g, 1.92 mmol), SODIUM TERT-BUTOXIDE (0.221 g, 2.30 mmol), XANTPHOS (0.111 g, 0.19 mmol) and TRIS(DIBENZYLIDENEACETONE)DIPALLADIUM(0) (0.044 g, 0.05 mmol) under nitrogen. The resulting mixture was stirred at 80 °C in a sealed tube for 2 hours. The reaction mixture was diluted with water (10 mL), and extracted with ethyl acetate (3x 20 mL). The organic was dried ove...